From a dataset of the Open Reaction Database (ORD), a public repository of structured organic reaction records. describe an organic reaction: reactants, conditions, products, and yield Starting materials: Cl, CC(=CC(C)C)c1sccc1N, CC(=CC(C)C)c1sccc1N. The product is C=C(CC(C)C)c1sccc1N. RXN SMILES: [ClH:1].[NH2:14][c:15]1[cH:16][cH:17][s:18][c:19]1[C:20](=[CH:21][CH:22]([CH3:23])[CH3:24])[CH3:25].[NH2:2][c:3]1[c:4]([C:8]([CH3:9])=[CH:10][CH:11]([CH3:12])[CH3:13])[s:5][cH:6][cH:7]1>>[NH2:2][c:3]1[c:4]([C:8](=[CH2:9])[CH2:10][CH:11]([CH3:12])[CH3:13])[s:5][cH:6][cH:7]1. Procedure details: To a solution of 34.4 g (64.5 mM) of 4-methoxybenzyl 7β-phenylacetamido-3-methanesulfonyloxy-3-cephem-4-carboxylate in 100 ml of N,N-dimethylformamide were added at -30° C. a solution of 5.68 g (71.0 mM) of 70% sodium hydrosulfide in 50 ml of N,N-dimethylformamide and 12.5 g (96.9 mM) of diisopropylethylamine, and the mixture was stirred for 30 minutes. After the reaction, 500 ml of water was added and the mixture was washed with 300 ml of ethyl acetate. The aqueous layer was adjusted to pH 2 to... The reactants are C1(=CC=CC=C1)CC(=O)N[C@H]1[C@@H]2N(C(=C(CS2)OS(=O)(=O)C)C(=O)OCC2=CC=C(C=C2)OC)C1=O (4-methoxybenzyl 7β-phenylacetamido-3-methanesulfonyloxy-3-cephem-4-carboxylate), [SH-].[Na+] (sodium hydrosulfide), CN(C=O)C (N,N-dimethylformamide), CN(C=O)C (N,N-dimethylformamide), O (water). Conditions: time 30 minute. Reaction SMILES: [C:1]1([CH2:7][C:8]([NH:10][C@@H:11]2[C:35](=[O:36])[N:13]3[C:14]([C:23]([O:25]CC4C=CC(OC)=CC=4)=[O:24])=[C:15](OS(C)(=O)=O)[CH2:16][S:17][C@H:12]23)=[O:9])[CH:6]=[CH:5][CH:4]=[CH:3][CH:2]=1.[SH-:37].[Na+].O.CN(C)[CH:42]=[O:43]>C(N(C(C)C)CC)(C)C>[C:1]1([CH2:7][C:8]([NH:10][C@@H:11]2[C:35](=[O:36])[N:13]3[C:14]([C:23]([O:25][C:1]4[CH:6]=[CH:5][C:4]([O:43][CH3:42])=[CH:3][CH:2]=4)=[O:24])=[C:15]([SH:37])[CH2:16][S:17][C@H:12]23)=[O:9])[CH:2]=[CH:3][CH:4]=[CH:5][CH:6]=1 |f:1.2|. Run in C(C)(C)N(CC)C(C)C (diisopropylethylamine). The product is C1(=CC=CC=C1)CC(=O)N[C@H]1[C@@H]2N(C(=C(CS2)S)C(=O)OC2=CC=C(C=C2)OC)C1=O (4-methoxyphenyl 7β-phenylacetamido-3-mercapto-3-cephem-4 -carboxylate). Reactants: CN=C1C2=C(CCC3=C1C=CC=C3)C=CC=C2 (N-methyl-10,11-dihydro-5H-dibenzo[a,d]cyclohepten-5-imine), crude product, C1(CC1)CN (cyclopropylmethylamine), O.C1(=CC=C(C=C1)S(=O)(=O)O)C (p-toluenesulfonic acid hydrate). Product: C1(CC1)CN=C1C2=C(CCC3=C1C=CC=C3)C=CC=C2 (N-cyclopropylmethyl-10,11-dihydro-5H-dibenzo[a,d]cyclohepten-5-imine). Yield: 65.0%. As a reaction SMILES: [CH3:1][N:2]=[C:3]1[C:9]2[CH:10]=[CH:11][CH:12]=[CH:13][C:8]=2[CH2:7][CH2:6][C:5]2[CH:14]=[CH:15][CH:16]=[CH:17][C:4]1=2.[CH:18]1(CN)[CH2:20][CH2:19]1.O.C1(C)C=CC(S(O)(=O)=O)=CC=1>>[CH:18]1([CH2:1][N:2]=[C:3]2[C:4]3[CH:17]=[CH:16][CH:15]=[CH:14][C:5]=3[CH2:6][CH2:7][C:8]3[CH:13]=[CH:12][CH:11]=[CH:10][C:9]2=3)[CH2:20][CH2:19]1 |f:2.3|. Reported procedure: In a Carius tube is placed 4.52 g of N-methyl-10,11-dihydro-5H-dibenzo[a,d]cyclohepten-5-imine, 9.2 g of cyclopropylmethylamine and 0.46 g of p-toluenesulfonic acid hydrate. The tube is sealed under vacuum and heated to 120° for 60 hours. The cooled tube is opened, the excess cyclopropylmethylamine is removed under vacuum, and the resiude is dissolved in ether. The solution is washed with aqueous sodium hydroxide solution and dried. The solvent is removed, and the residue is combined with the re... Starting materials: C(C)C=1NC2=CC=C(C=C2C1)C (2-Ethyl-5-methyl-1H-indole), C(C)(C)(C)OC(=O)NC1=C(C=C(C=C1)C)C (N-tert-butoxycarbonyl-2,4-dimethylaniline), C(C)(CC)[Li] (sec-butyl lithium), CON(C(CC)=O)C (N-methoxy-N-methylpropanamide). The product is C(C)(C)(C)OC(=O)NC1=C(C=C(C=C1)C)CC(CCC)=O (1-[2-(tert-butoxycarbonylamino)-5-methylphenyl)-2-pentanone). As a reaction SMILES: [CH2:1]([C:3]1NC2C([CH:11]=1)=CC(C)=CC=2)[CH3:2].[C:13]([O:17][C:18]([NH:20][C:21]1[CH:26]=[CH:25][C:24]([CH3:27])=[CH:23][C:22]=1[CH3:28])=[O:19])([CH3:16])([CH3:15])[CH3:14].C([Li])(CC)C.C[O:35]N(C)C(=O)CC>>[C:13]([O:17][C:18]([NH:20][C:21]1[CH:26]=[CH:25][C:24]([CH3:27])=[CH:23][C:22]=1[CH2:28][C:11](=[O:35])[CH2:3][CH2:1][CH3:2])=[O:19])([CH3:16])([CH3:15])[CH3:14]. Procedure details: 2-Ethyl-5-methyl-1H-indole. Using methods described in Example 1, Part D, 11.05 g (0.05 mol) of N-tert-butoxycarbonyl-2,4-dimethylaniline was reacted with 81 mL of 1.3M sec-butyl lithium and 6.1 g (0.05 mol) of N-methoxy-N-methylpropanamide to give the crude 1-[2-(tert-butoxycarbonylamino)-5-methylphenyl)-2-pentanone. Treatment of this material with trifluoroacetic and crystallization from EtOAc/hexane gave 1.82 g (13% yield) of 2-ethyl-5-methyl-1H-indole, mp, 77°-78° C. Reactants: NC1=C(C=C2NC(C(N(C2=C1)CC(CC)CC)=O)=O)[N+](=O)[O-] (7-amino-1-(2-ethylbutyl)-6-nitro-2,3(1H,4H)-quinoxalinedione), COC(=O)C1(OC(CC1)OC)OC (2-methoxycarbonyl-2,5-dimethoxytetrahydrofuran), ice water. Run in C(C)(=O)O (acetic acid). Yields the product C(C)C(CN1C(C(NC2=CC(=C(C=C12)N1C(=CC=C1)C(=O)OC)[N+](=O)[O-])=O)=O)CC (1-(2-Ethylbutyl)-7-(2-methoxycarbonyl-1-pyrrolyl)-6-nitro-2,3(1H,4H)-quinoxalinedione). Yield: 27.1%. Reaction SMILES: [NH2:1][C:2]1[CH:11]=[C:10]2[C:5]([NH:6][C:7](=[O:19])[C:8](=[O:18])[N:9]2[CH2:12][CH:13]([CH2:16][CH3:17])[CH2:14][CH3:15])=[CH:4][C:3]=1[N+:20]([O-:22])=[O:21].[CH3:23][O:24][C:25]([C:27]1(OC)[CH2:31][CH2:30][CH:29](OC)O1)=[O:26]>C(O)(=O)C>[CH2:14]([CH:13]([CH2:16][CH3:17])[CH2:12][N:9]1[C:10]2[C:5](=[CH:4][C:3]([N+:20]([O-:22])=[O:21])=[C:2]([N:1]3[CH:29]=[CH:30][CH:31]=[C:27]3[C:25]([O:24][CH3:23])=[O:26])[CH:11]=2)[NH:6][C:7](=[O:19])[C:8]1=[O:18])[CH3:15]. Procedure: 3.0 g (9.8 mmol) of 7-amino-1-(2-ethylbutyl)-6-nitro-2,3(1H,4H)-quinoxalinedione (Example 40h) and 1.8 g (9.8 mmol) of 2-methoxycarbonyl-2,5-dimethoxytetrahydrofuran were refluxed in 150 ml of concentrated acetic acid for 1 h. The mixture was then poured into ice-water, and the precipitate was filtered off with suction to yield 1.1 g (28%) of the product. Melting point 240°-241° C. Starting materials: COC(=O)c1cc(Cl)ccc1Oc1ccc(F)cn1, Cl, [Na+], C1CCOC1, [OH-]. Yields the product O=C(O)c1cc(Cl)ccc1Oc1ccc(F)cn1. Reaction SMILES: [Cl:1][c:2]1[cH:3][cH:4][c:5]([O:12][c:13]2[n:14][cH:15][c:16]([F:19])[cH:17][cH:18]2)[c:6]([C:7](=[O:8])[O:9][CH3:10])[cH:11]1.[ClH:22].[Na+:21].[O:23]1[CH2:24][CH2:25][CH2:26][CH2:27]1.[OH-:20]>>[Cl:1][c:2]1[cH:3][cH:4][c:5]([O:12][c:13]2[n:14][cH:15][c:16]([F:19])[cH:17][cH:18]2)[c:6]([C:7](=[O:8])[OH:9])[cH:11]1.